From a dataset of the Open Reaction Database (ORD), a public repository of structured organic reaction records. describe an organic reaction: reactants, conditions, products, and yield Product: NC(CC(=O)O)c1ccc(F)cc1. Starting materials: CC(=O)[O-], CCO, O=Cc1ccc(F)cc1, [NH4+], O=C(O)CC(=O)O. Reaction SMILES: [CH3:18][C:19](=[O:20])[O-:21].[CH3:22][CH2:23][OH:24].[F:1][c:2]1[cH:3][cH:4][c:5]([CH:6]=[O:7])[cH:8][cH:9]1.[NH4+:17].[OH:10][C:11](=[O:12])[CH2:13][C:14](=[O:15])[OH:16]>>[F:1][c:2]1[cH:3][cH:4][c:5]([CH:6]([CH2:13][C:11]([OH:10])=[O:12])[NH2:17])[cH:8][cH:9]1. Starting materials: C(C)(C)(C)OC(=O)N1CCC(CC1)C1S(NC2=C(C1=O)C=CC=C2)(=O)=O (4-(2,2,4-Trioxo-1,2,3,4-tetrahydro-2,1-benzothiazin-3-yl)-piperidine-1-carboxylic acid tert-butyl ester), O1CCOCC1 (1,4-dioxane), Cl (hydrogen chloride). Run at time 45 minute. Product: Cl.O=S1(NC2=C(C(C1C1CCNCC1)=O)C=CC=C2)=O (2,2-Dioxo-3-piperidin-4-yl-2,3-dihydro-1H-2,1-benzothiazin-4-one hydrochloride). RXN SMILES: C(OC([N:8]1[CH2:13][CH2:12][CH:11]([CH:14]2[C:19](=[O:20])[C:18]3[CH:21]=[CH:22][CH:23]=[CH:24][C:17]=3[NH:16][S:15]2(=[O:26])=[O:25])[CH2:10][CH2:9]1)=O)(C)(C)C.O1CCOCC1.[ClH:33]>>[ClH:33].[O:26]=[S:15]1(=[O:25])[CH:14]([CH:11]2[CH2:10][CH2:9][NH:8][CH2:13][CH2:12]2)[C:19](=[O:20])[C:18]2[CH:21]=[CH:22][CH:23]=[CH:24][C:17]=2[NH:16]1 |f:3.4|. Procedure details: 4-(2,2,4-Trioxo-1,2,3,4-tetrahydro-2,1-benzothiazin-3-yl)-piperidine-1-carboxylic acid tert-butyl ester (175 mg, 0.46 mmol) was dissolved in 4M hydrogen chloride in 1,4-dioxane (3.0 mL, 12.0 mmol). Reaction stirred at room temperature for 45 minutes. Reaction mixture was concentrated to dryness in vacuo. Title compound was obtained as pink solid in quantitative yield. MS m/e (M+H)+=281.1. The reactants are C(CC)N(C1CC2=CC(=C(C=C2C1)C(=O)[O-])C(=O)[O-])CCC (2-(dipropylamino)-2,3-dihydro-1H-indene-5,6-dicarboxylate), NC1=CC=C(C#N)C=C1 (4-aminobenzonitrile), Cl (HCl). Product: C(CC)N(C1CC=2C(=CC=3C(N(C(C3C2)=O)C2=CC=C(C#N)C=C2)=O)C1)CCC (4-[6-(Dipropylamino)-3,5,6,7-tetrahydro-1,3-dioxocyclopent[f]isoindol-2(1H)-yl]benzonitrile). RXN SMILES: [CH2:1]([N:4]([CH2:20][CH2:21][CH3:22])[CH:5]1[CH2:13][C:12]2[C:7](=[CH:8][C:9]([C:17]([O-])=[O:18])=[C:10]([C:14]([O-])=[O:15])[CH:11]=2)[CH2:6]1)[CH2:2][CH3:3].[NH2:23][C:24]1[CH:31]=[CH:30][C:27]([C:28]#[N:29])=[CH:26][CH:25]=1.Cl>>[CH2:20]([N:4]([CH2:1][CH2:2][CH3:3])[CH:5]1[CH2:6][C:7]2=[CH:8][C:9]3[C:17](=[O:18])[N:23]([C:24]4[CH:31]=[CH:30][C:27]([C:28]#[N:29])=[CH:26][CH:25]=4)[C:14](=[O:15])[C:10]=3[CH:11]=[C:12]2[CH2:13]1)[CH2:21][CH3:22]. Procedure details: Using procedure 49, 2-(dipropylamino)-2,3-dihydro-1H-indene-5,6-dicarboxylate (92, 0.3 g, 1.0 mmol) was treated with 4-aminobenzonitrile (0.47 g, 4.0 mmol). Purification on silica gel, eluting with 3:1 hexane/acetone, afforded a solid that was converted to an HCl salt and recrystallized from EtOAc/ethanol to give 123 as a white solid (m.p. 250-251° C.). Reactants: CC1(C=2C=CC(=CC2C(CC1)(C)C)C1OC1)C ((5,6,7,8-tetrahydro-5,5,8,8-tetramethyl-2-naphthalenyl)-oxirane), NC1=CC=C(C(=O)OCC)C=C1 (ethyl 4-aminobenzoate). The solvent is C1(=CC=CC=C1)C (toluene). Product: C(=O)(OCC)C1=CC=C(C=C1)NCC(O)C1=CC=2C(CCC(C2C=C1)(C)C)(C)C (N-(4-carbethoxyphenyl)-1-(5,6,7,8-tetrahydro-5,5,8,8-tetramethyl-2-naphthalenyl)-2-aminoethanol). Isolated yield 30.9%. Reaction SMILES: [CH3:1][C:2]1([CH3:17])[CH2:11][CH2:10][C:9]([CH3:13])([CH3:12])[C:8]2[CH:7]=[C:6]([CH:14]3[CH2:16][O:15]3)[CH:5]=[CH:4][C:3]1=2.[NH2:18][C:19]1[CH:29]=[CH:28][C:22]([C:23]([O:25][CH2:26][CH3:27])=[O:24])=[CH:21][CH:20]=1>C1(C)C=CC=CC=1>[C:23]([C:22]1[CH:21]=[CH:20][C:19]([NH:18][CH2:16][CH:14]([C:6]2[CH:5]=[CH:4][C:3]3[C:2]([CH3:17])([CH3:1])[CH2:11][CH2:10][C:9]([CH3:12])([CH3:13])[C:8]=3[CH:7]=2)[OH:15])=[CH:29][CH:28]=1)([O:25][CH2:26][CH3:27])=[O:24]. Procedure: 26 g (110 millimoles) of (5,6,7,8-tetrahydro-5,5,8,8-tetramethyl-2-naphthalenyl)-oxirane, 15 g (90 millimoles) of ethyl 4-aminobenzoate, 135 g of basic alumina and 450 ml of toluene were refluxed for 2 hours. The solid was then filtered off and the filtrate was evaporated down. After recrystallization from n-heptane with a little ethyl acetate, the residue gave 11.0 g of N-(4-carbethoxyphenyl)-1-(5,6,7,8-tetrahydro-5,5,8,8-tetramethyl-2-naphthalenyl)-2-aminoethanol. The structure was determined ... The reactants are COC(CC1=C(C=CC=C1)C#CC1=NC(=NC=C1C)NC=1C=NN(C1)C1CCN(CC1)C(=O)OC(C)(C)C)=O (tert-butyl 4-(4-((4-((2-(2-methoxy-2-oxoethyl)phenyl)ethynyl)-5-methylpyrimidin-2-yl)amino)-1H-pyrazol-1-yl)piperidine-1-carboxylate). Reagents/catalysts: [Pd] (Pd/C). Run in CN(C)C=O (DMF), CCN(CC)CC (Et3N). Conditions: time 18 hour. Yields the product COC(CC1=C(CCC2=NC(=NC=C2C)NC=2C=NN(C2)C2CCN(CC2)C(=O)OC(C)(C)C)C=CC=C1)=O (tert-Butyl 4-(4-((4-(2-(2-methoxy-2-oxoethyl)phenethyl)-5-methylpyrimidin-2-yl)amino)-1H-pyrazol-1-yl)piperidine-1-carboxylate), oil. Yield: 86.0%. RXN SMILES: [CH3:1][O:2][C:3](=[O:39])[CH2:4][C:5]1[CH:10]=[CH:9][CH:8]=[CH:7][C:6]=1[C:11]#[C:12][C:13]1[C:18]([CH3:19])=[CH:17][N:16]=[C:15]([NH:20][C:21]2[CH:22]=[N:23][N:24]([CH:26]3[CH2:31][CH2:30][N:29]([C:32]([O:34][C:35]([CH3:38])([CH3:37])[CH3:36])=[O:33])[CH2:28][CH2:27]3)[CH:25]=2)[N:14]=1>CN(C=O)C.CCN(CC)CC.[Pd]>[CH3:1][O:2][C:3](=[O:39])[CH2:4][C:5]1[CH:10]=[CH:9][CH:8]=[CH:7][C:6]=1[CH2:11][CH2:12][C:13]1[C:18]([CH3:19])=[CH:17][N:16]=[C:15]([NH:20][C:21]2[CH:22]=[N:23][N:24]([CH:26]3[CH2:27][CH2:28][N:29]([C:32]([O:34][C:35]([CH3:36])([CH3:37])[CH3:38])=[O:33])[CH2:30][CH2:31]3)[CH:25]=2)[N:14]=1. Reported procedure: A suspension of 10% Pd/C (53% water; 0.020 g) and tert-butyl 4-(4-((4-((2-(2-methoxy-2-oxoethyl)phenyl)ethynyl)-5-methylpyrimidin-2-yl)amino)-1H-pyrazol-1-yl)piperidine-1-carboxylate (A125) (0.092 g, 0.17 mmol) in DMF (5 mL) and Et3N (0.5 mL) was stirred at room temperature for 18 hours under a hydrogen atmosphere. The resulting mixture was filtered through Celite, and the filter cake washed with EtOAc (250 mL). The combined filtrates were washed with water (3×100 mL) and brine (3×100 mL). The o... Reactants: C[O-].[Na+] (sodium methoxide), CC1=C(CCl)C=C(C=C1)[N+](=O)[O-] (2-Methyl-5-nitrobenzyl chloride), CCCCCC.C1=CC=CC=C1 (hexane benzene), C[O-].[Na+] (sodium methoxide). Run in CO (methanol). Product: CC1=C(COC)C=C(C=C1)[N+](=O)[O-] (Methyl 2-methyl-5-nitrobenzyl ether). Isolated yield 72.7%. RXN SMILES: [CH3:1][C:2]1[CH:9]=[CH:8][C:7]([N+:10]([O-:12])=[O:11])=[CH:6][C:3]=1[CH2:4]Cl.[CH3:13][O-:14].[Na+].CCCCCC.C1C=CC=CC=1>CO>[CH3:1][C:2]1[CH:9]=[CH:8][C:7]([N+:10]([O-:12])=[O:11])=[CH:6][C:3]=1[CH2:4][O:14][CH3:13] |f:1.2,3.4|. Reported procedure: 2-Methyl-5-nitrobenzyl chloride (16.2 g) was dissolved in methanol (180 ml) and then sodium methoxide (5.4 g) was added and the mixture refluxed. The reaction was followed by tlc (75/25 v/v, hexane/benzene) and additional quantities of sodium methoxide added and heating continued until the reaction was complete. Finally, the mixture was cooled and filtered. The filtrate was concentrated in vacuo and the residue taken up in methylene chloride, washed with water, then the organic layer was separat...